From a dataset of the Open Reaction Database (ORD), a public repository of structured organic reaction records. describe an organic reaction: reactants, conditions, products, and yield The reactants are C1CCOC1, COc1ccc2ccc(C(=O)O)c(OC(C)C)c2c1, CCN. The product is CCNC(=O)c1ccc2ccc(OC)cc2c1OC(C)C. RXN SMILES: [CH2:23]1[O:24][CH2:25][CH2:26][CH2:27]1.[CH3:1][O:2][c:3]1[cH:4][cH:5][c:6]2[cH:7][cH:8][c:9]([C:17](=[O:18])[OH:19])[c:10]([O:13][CH:14]([CH3:15])[CH3:16])[c:11]2[cH:12]1.[CH3:20][CH2:21][NH2:22]>>[CH3:1][O:2][c:3]1[cH:4][cH:5][c:6]2[cH:7][cH:8][c:9]([C:17](=[O:19])[NH:22][CH2:21][CH3:20])[c:10]([O:13][CH:14]([CH3:15])[CH3:16])[c:11]2[cH:12]1.